Dataset: the Open Reaction Database (ORD), a public repository of structured organic reaction records. Task: describe an organic reaction: reactants, conditions, products, and yield As a reaction SMILES: [C:1]([C:3]1[CH:8]=[CH:7][C:6]([C:9]2[CH:10]=[N:11][N:12]([C:15]3[CH:23]=[CH:22][C:18]([C:19]([OH:21])=O)=[CH:17][N:16]=3)[C:13]=2[OH:14])=[C:5]([CH3:24])[CH:4]=1)#[N:2].[CH:25]1([C@@H:28]([NH2:30])[CH3:29])[CH2:27][CH2:26]1>>[C:1]([C:3]1[CH:8]=[CH:7][C:6]([C:9]2[CH:10]=[N:11][N:12]([C:15]3[CH:23]=[CH:22][C:18]([C:19]([NH:30][C@H:28]([CH:25]4[CH2:27][CH2:26]4)[CH3:29])=[O:21])=[CH:17][N:16]=3)[C:13]=2[OH:14])=[C:5]([CH3:24])[CH:4]=1)#[N:2]. Starting materials: C(#N)C1=CC(=C(C=C1)C=1C=NN(C1O)C1=NC=C(C(=O)O)C=C1)C (6-(4-(4-cyano-2-methylphenyl)-5-hydroxy-1H-pyrazol-1-yl)nicotinic acid), C1(CC1)[C@H](C)N ((S)-1-cyclopropylethanamine). Procedure: The title compound was prepared in a manner similar to Example 112 using 6-(4-(4-cyano-2-methylphenyl)-5-hydroxy-1H-pyrazol-1-yl)nicotinic acid and (S)-1-cyclopropylethanamine. 1H NMR (400 MHz, DMSO-d6) δ ppm 0.18-0.26 (m, 1H) 0.28-0.36 (m, 1H) 0.36-0.44 (m, 1H) 0.44-0.53 (m, 1H) 0.92-1.08 (m, 1H) 1.25 (d, J=6.82 Hz, 3H) 2.43 (s, 3H) 3.39-3.60 (m, 1H) 7.66 (dd, J=8.08, 1.52 Hz, 1H) 7.73 (s, 1H) 7.78 (d, J=6.57 Hz, 1H) 8.17 (br. s., 1H) 8.43 (d, J=6.57 Hz, 2H) 8.59 (d, J=8.08 Hz, 1H) 8.79-9.05 (m... The product is C(#N)C1=CC(=C(C=C1)C=1C=NN(C1O)C1=NC=C(C(=O)N[C@@H](C)C2CC2)C=C1)C ((S)-6-(4-(4-cyano-2-methylphenyl)-5-hydroxy-1H-pyrazol-1-yl)-N-(1-cyclopropylethyl)nicotinamide). Reactants: C(C)OC(COC1=CC=CC=2C(C(CCC12)Br)=O)=O (ethyl[(6-bromo-5,6,7,8-tetrahydro-5-oxo-1-naphthalenyl)oxy]acetate), C1(=CC=CC=C1)C(CC(=S)N)C1=CC=CC=C1 (3,3-diphenylthiopropionamide). The product is C1(=CC=CC=C1)C(CC=1SC2=C(N1)C1=CC=CC(=C1CC2)OCC(=O)O)C2=CC=CC=C2 ([(2-(2,2-Diphenylethyl)-4,5-dihydronaphtho[1,2-d]thiazol-6-yl)oxy]acetic Acid). The yield is 19.0%. Reaction SMILES: C([O:3][C:4](=[O:19])[CH2:5][O:6][C:7]1[C:16]2[CH2:15][CH2:14][CH:13](Br)[C:12](=O)[C:11]=2[CH:10]=[CH:9][CH:8]=1)C.[C:20]1([CH:26]([C:31]2[CH:36]=[CH:35][CH:34]=[CH:33][CH:32]=2)[CH2:27][C:28]([NH2:30])=[S:29])[CH:25]=[CH:24][CH:23]=[CH:22][CH:21]=1>>[C:20]1([CH:26]([C:31]2[CH:36]=[CH:35][CH:34]=[CH:33][CH:32]=2)[CH2:27][C:28]2[S:29][C:13]3[CH2:14][CH2:15][C:16]4[C:11](=[CH:10][CH:9]=[CH:8][C:7]=4[O:6][CH2:5][C:4]([OH:3])=[O:19])[C:12]=3[N:30]=2)[CH:21]=[CH:22][CH:23]=[CH:24][CH:25]=1. Procedure details: Using ethyl[(6-bromo-5,6,7,8-tetrahydro-5-oxo-1-naphthalenyl)oxy]acetate and 3,3-diphenylthiopropionamide, the procedure of Example 52 was otherwise repeated to synthesize the title compound. Yield 19%. Amorphous solid. Reactants: C=Cc1cc(C=O)cc(C(Nc2ccc(C#N)cc2)C(=O)OC)c1, C1CCNC1, CC(=O)O, CO, Cl. Yields the product C=Cc1cc(CN2CCCC2)cc(C(Nc2ccc(C#N)cc2)C(=O)OC)c1. RXN SMILES: [C:1](#[N:2])[c:3]1[cH:4][cH:5][c:6]([NH:9][CH:10]([C:11](=[O:12])[O:13][CH3:14])[c:15]2[cH:16][c:17]([CH:23]=[O:24])[cH:18][c:19]([CH:21]=[CH2:22])[cH:20]2)[cH:7][cH:8]1.[CH2:25]1[CH2:26][CH2:27][NH:28][CH2:29]1.[CH3:30][C:31](=[O:32])[OH:33].[CH3:35][OH:36].[ClH:34]>>[C:1](#[N:2])[c:3]1[cH:4][cH:5][c:6]([NH:9][CH:10]([C:11](=[O:12])[O:13][CH3:14])[c:15]2[cH:16][c:17]([CH2:23][N:28]3[CH2:27][CH2:26][CH2:25][CH2:29]3)[cH:18][c:19]([CH:21]=[CH2:22])[cH:20]2)[cH:7][cH:8]1. Starting materials: COc1ccc(P2(=S)SP(=S)(c3ccc(OC)cc3)S2)cc1, Cc1ccccc1, NC(=O)c1c(F)cccc1F. Product: NC(=S)c1c(F)cccc1F. Reaction SMILES: [CH3:12][O:13][c:14]1[cH:15][cH:16][c:17]([P:18]2(=[S:21])[S:19][P:20]([c:22]3[cH:23][cH:24][c:25]([O:26][CH3:27])[cH:28][cH:29]3)(=[S:30])[S:31]2)[cH:32][cH:33]1.[CH3:34][c:35]1[cH:36][cH:37][cH:38][cH:39][cH:40]1.[F:1][c:2]1[c:3]([C:4](=[O:5])[NH2:6])[c:7]([F:11])[cH:8][cH:9][cH:10]1>>[F:1][c:2]1[c:3]([C:4]([NH2:6])=[S:21])[c:7]([F:11])[cH:8][cH:9][cH:10]1.